Task: describe an organic reaction: reactants, conditions, products, and yield. Dataset: the Open Reaction Database (ORD), a public repository of structured organic reaction records Starting materials: Cl (hydrogen chloride), CN1CCOCC1 (N-methylmorpholine), C(C1=CC=CC=C1)OC(=O)N[C@@H](CC1=CC=CC2=CC=CC=C12)C(=O)NC(CC=1SC=CC1)C(=O)NN (N-benzyloxycarbonyl-3-(1-naphthyl)-L-alanyl-3-(2-thienyl)-DL-alanine hydrazide), Cl.N[C@H]([C@]([C@H](NC(CCCCC(C)C)=O)CO)(C)O)C (4(S)-amino-3(S)-hydroxy-6-methylheptanoyl-L-isoleucinol hydrochloride), isoamyl nitrile. Run in O1CCOCC1 (dioxane), CN(C=O)C (dimethylformamide). Conditions: temperature -60 celsius, time 10 minute. The product is C(C1=CC=CC=C1)OC(=O)N[C@@H](CC1=CC=CC2=CC=CC=C12)C(=O)NC(CC=1SC=CC1)C(=O)N[C@H]([C@H](CC(=O)N[C@@H]([C@@H](C)CC)CO)O)CC(C)C (N-{4(S)-[N-Benzyloxycarbonyl-3-(1-naphthyl)-L-alanyl-3-(2-thienyl)-DL-alanyl]amino-3(S)-hydroxy-6-methylheptanoyl}-L-isoleucinol). The yield is 13.2%. As a reaction SMILES: [CH2:1]([O:8][C:9]([NH:11][C@H:12]([C:24]([NH:26][CH:27]([C:34]([NH:36]N)=[O:35])[CH2:28][C:29]1[S:30][CH:31]=[CH:32][CH:33]=1)=[O:25])[CH2:13][C:14]1[C:23]2[C:18](=[CH:19][CH:20]=[CH:21][CH:22]=2)[CH:17]=[CH:16][CH:15]=1)=[O:10])[C:2]1[CH:7]=[CH:6][CH:5]=[CH:4][CH:3]=1.Cl.CN1CC[O:43]CC1.Cl.N[C@@H:48]([CH3:65])[C@@:49](O)([CH3:63])[C@@H:50]([CH2:61][OH:62])[NH:51][C:52](=[O:60])[CH2:53][CH2:54][CH2:55][CH2:56][CH:57]([CH3:59])[CH3:58]>CN(C)C=O.O1CCOCC1>[CH2:1]([O:8][C:9]([NH:11][C@H:12]([C:24]([NH:26][CH:27]([C:34]([NH:36][C@@H:55]([CH2:56][CH:57]([CH3:59])[CH3:58])[C@@H:54]([OH:43])[CH2:53][C:52]([NH:51][C@H:50]([CH2:61][OH:62])[C@H:49]([CH2:48][CH3:65])[CH3:63])=[O:60])=[O:35])[CH2:28][C:29]1[S:30][CH:31]=[CH:32][CH:33]=1)=[O:25])[CH2:13][C:14]1[C:23]2[C:18](=[CH:19][CH:20]=[CH:21][CH:22]=2)[CH:17]=[CH:16][CH:15]=1)=[O:10])[C:2]1[CH:7]=[CH:6][CH:5]=[CH:4][CH:3]=1 |f:3.4|. Procedure: 517 mg (1 mmole) of N-benzyloxycarbonyl-3-(1-naphthyl)-L-alanyl-3-(2-thienyl)-DL-alanine hydrazide were dissolved in 10 ml of dimethylformamide, and the solution was cooled down to -60° C. 0.85 ml (3.4 mmole) of 4N hydrogen chloride in dioxane was then added. The temperature of this mixture was elevated to -20° C., and then 0.16 ml (1.19 mmole) of isoamyl nitrile was added and the mixture was stirred for 10 minutes. The reaction product was again cooled down to -60° C., and 0.42 ml (3.82 mmole) ... Starting materials: COC(=O)C1=C(OCC2=CC=C(C=C2)CC(=O)O)C=CC=C1 ((4-{[2-(methoxycarbonyl)phenoxy]methyl}phenyl)acetic acid), ClC1=CC=C(C=C1)CCNCCCCCCC (N-[2-(4-Chlorophenyl)ethyl]-N-heptylamine), F[B-](F)(F)F.N1(N=NC2=C1C=CC=C2)OC(=[N+](C)C)N(C)C (N-[(1H-1,2,3-benzotriazol-1-yloxy)(dimethylamino)methylene]-N-methylmethanaminium tetrafluoroborate), C(C)N(C(C)C)C(C)C (N-ethyl-N,N-diisopropylamine). Solvent: CN(C)C=O (DMF), CCOC(=O)C (EtOAc). Conditions: temperature 0 celsius, time 8 hour. Yields the product ClC1=CC=C(C=C1)CCN(C(CC1=CC=C(COC2=C(C(=O)OC)C=CC=C2)C=C1)=O)CCCCCCC (methyl 2-[(4-{2-[[2-(4-chlorophenyl)ethyl](heptyl)-amino]-2-oxoethyl}benzyl)oxy]benzoate). The yield is 83.6%. RXN SMILES: [Cl:1][C:2]1[CH:7]=[CH:6][C:5]([CH2:8][CH2:9][NH:10][CH2:11][CH2:12][CH2:13][CH2:14][CH2:15][CH2:16][CH3:17])=[CH:4][CH:3]=1.[CH3:18][O:19][C:20]([C:22]1[CH:39]=[CH:38][CH:37]=[CH:36][C:23]=1[O:24][CH2:25][C:26]1[CH:31]=[CH:30][C:29]([CH2:32][C:33]([OH:35])=O)=[CH:28][CH:27]=1)=[O:21].F[B-](F)(F)F.N1(OC(N(C)C)=[N+](C)C)C2C=CC=CC=2N=N1.C(N(C(C)C)C(C)C)C>CN(C=O)C.CCOC(C)=O>[Cl:1][C:2]1[CH:3]=[CH:4][C:5]([CH2:8][CH2:9][N:10]([CH2:11][CH2:12][CH2:13][CH2:14][CH2:15][CH2:16][CH3:17])[C:33](=[O:35])[CH2:32][C:29]2[CH:28]=[CH:27][C:26]([CH2:25][O:24][C:23]3[CH:36]=[CH:37][CH:38]=[CH:39][C:22]=3[C:20]([O:19][CH3:18])=[O:21])=[CH:31][CH:30]=2)=[CH:6][CH:7]=1 |f:2.3|. Procedure: N-[2-(4-Chlorophenyl)ethyl]-N-heptylamine (0.127 g, 0.500 mmol) was dissolved in DMF (10 ml), (4-{[2-(methoxycarbonyl)phenoxy]methyl}phenyl)acetic acid (0.150 g, 0.500 mmol) was added and the mixture was cooled to 0° C. N-[(1H-1,2,3-benzotriazol-1-yloxy)(dimethylamino)methylene]-N-methylmethanaminium tetrafluoroborate (0.176 g, 0.549 mmol) and N-ethyl-N,N-diisopropylamine (0.136 g, 1.049 mmol) was added. The solution was stirred overnight at room temperature. EtOAc (20 ml) was added and the orga... Reactants: O=C(O)C=Cc1ccc(C(F)(F)F)nc1C=Cc1ccccc1, Cl, C#Cc1cc(CN)cc(F)c1NS(C)(=O)=O. The product is C#Cc1cc(CNC(=O)C=Cc2ccc(C(F)(F)F)nc2C=Cc2ccccc2)cc(F)c1NS(C)(=O)=O. As a reaction SMILES: [CH:18](=[CH:19][c:20]1[cH:21][cH:22][cH:23][cH:24][cH:25]1)[c:26]1[n:27][c:28]([C:37]([F:38])([F:39])[F:40])[cH:29][cH:30][c:31]1[CH:32]=[CH:33][C:34](=[O:35])[OH:36].[ClH:17].[NH2:1][CH2:2][c:3]1[cH:4][c:5]([C:15]#[CH:16])[c:6]([NH:10][S:11](=[O:12])(=[O:13])[CH3:14])[c:7]([F:9])[cH:8]1>>[NH:1]([CH2:2][c:3]1[cH:4][c:5]([C:15]#[CH:16])[c:6]([NH:10][S:11](=[O:12])(=[O:13])[CH3:14])[c:7]([F:9])[cH:8]1)[C:34]([CH:33]=[CH:32][c:31]1[c:26]([CH:18]=[CH:19][c:20]2[cH:21][cH:22][cH:23][cH:24][cH:25]2)[n:27][c:28]([C:37]([F:38])([F:39])[F:40])[cH:29][cH:30]1)=[O:35]. Starting materials: C1(CC1)CCN1N=C(C(=C(C1=O)C(=O)OCC)O)C1=CC=CC=C1 (Ethyl 2-(2-cyclopropylethyl)-5-hydroxy-3-oxo-6-phenyl-2,3-dihydro-4-pyridazinecarboxylate), BrCCC1CC1 ((2-bromoethyl)cyclopropane), [H-].[Na+] (Sodium hydride), oil, OC1=C(C(NN=C1C1=CC=CC=C1)=O)C(=O)OCC (ethyl 5-hydroxy-3-oxo-6-phenyl-2,3-dihydro-4-pyridazinecarboxylate), CN(C=O)C (dimethylformamide), Cl (hydrochloric acid). Reaction conditions: time 15 minute. Yields the product C1(CC1)CCN1N=C(C(=C(C1=O)C(=O)NCC(=O)O)O)C1=CC=CC=C1 (N-{[2-(2-Cyclopropylethyl)-5-hydroxy-3-oxo-6-phenyl-2,3-dihydro-4-pyridazinyl]carbonyl}glycine). Yield: 53.0%. As a reaction SMILES: [CH:1]1([CH2:4][CH2:5][N:6]2[C:11](=[O:12])[C:10]([C:13](OCC)=[O:14])=[C:9]([OH:18])[C:8]([C:19]3[CH:24]=[CH:23][CH:22]=[CH:21][CH:20]=3)=[N:7]2)[CH2:3][CH2:2]1.[H-].[Na+].OC1C(C2C=CC=CC=2)=NNC(=O)[C:29]=1[C:41]([O:43]CC)=[O:42].BrCCC1CC1.Cl.C[N:54](C)C=O>>[CH:1]1([CH2:4][CH2:5][N:6]2[C:11](=[O:12])[C:10]([C:13]([NH:54][CH2:29][C:41]([OH:43])=[O:42])=[O:14])=[C:9]([OH:18])[C:8]([C:19]3[CH:20]=[CH:21][CH:22]=[CH:23][CH:24]=3)=[N:7]2)[CH2:2][CH2:3]1 |f:1.2|. Procedure details: Ethyl 2-(2-cyclopropylethyl)-5-hydroxy-3-oxo-6-phenyl-2,3-dihydro-4-pyridazinecarboxylate. Sodium hydride (0.040 g of a 60% oil suspension, 1.00 mmol) was added to a stirred solution of ethyl 5-hydroxy-3-oxo-6-phenyl-2,3-dihydro-4-pyridazinecarboxylate (example 4(b), 0.100 g, 0.384 mmol) in dimethylformamide (1.5 mL) under nitrogen. After 15 min stirring at room temperature, the mixture was cooled in an ice bath and (2-bromoethyl)cyclopropane (0.057 g, 0.384 mmol) added. The mixture was stirred ... The reactants are NC=1C(=C(C(=NC1NCC)C)C(=O)OCC)Cl (5-amino-6-ethylamino-4-chloro-2-methylpyridine-3-carboxylic acid, ethyl ester), NC=1C(=C(C(=NC1NCCCC)C)C(=O)OCC)Cl (5-amino-6-butylamino-4-chloro-2-methylpyridine-3-carboxylic acid, ethyl ester). Yields the product C(CCC)N1C=NC=2C1=NC(=C(C2Cl)C(=O)OCC)C (3-butyl-7-chloro-5-methyl-3H-imidazo[4,5-b]pyridine-6-carboxylic acid, ethyl ester). The yield is 83.0%. RXN SMILES: N[C:2]1C(Cl)=C(C(OCC)=O)C(C)=NC=1NCC.[NH2:18][C:19]1[C:20]([Cl:36])=[C:21]([C:31]([O:33][CH2:34][CH3:35])=[O:32])[C:22]([CH3:30])=[N:23][C:24]=1[NH:25][CH2:26][CH2:27][CH2:28][CH3:29]>>[CH2:26]([N:25]1[C:24]2=[N:23][C:22]([CH3:30])=[C:21]([C:31]([O:33][CH2:34][CH3:35])=[O:32])[C:20]([Cl:36])=[C:19]2[N:18]=[CH:2]1)[CH2:27][CH2:28][CH3:29]. Reported procedure: By replacing 5-amino-6-ethylamino-4-chloro-2-methylpyridine-3-carboxylic acid, ethyl ester in Example 1 d with 5-amino-6-butylamino-4-chloro-2-methylpyridine-3-carboxylic acid, ethyl ester, 3-butyl-7-chloro-5-methyl-3H-imidazo[4,5-b]pyridine-6-carboxylic acid, ethyl ester is obtained. Yield 83%, b.p. 190°-200°/0.01. Starting materials: CC(C)(C)OC(=O)N1CCC(N)CC1, Cc1ccccc1, O=C(C=Cc1ccccc1)C=Cc1ccccc1, O=C(C=Cc1ccccc1)C=Cc1ccccc1, O=C(C=Cc1ccccc1)C=Cc1ccccc1, Clc1cc2ccccc2c(Cl)n1, [Pd], [Pd]. Yields the product CC(C)(C)OC(=O)N1CCC(Nc2nc(Cl)cc3ccccc23)CC1. RXN SMILES: [C:13]([CH3:14])([CH3:15])([CH3:16])[O:17][C:18](=[O:19])[N:20]1[CH2:21][CH2:22][CH:23]([NH2:26])[CH2:24][CH2:25]1.[CH3:27][c:28]1[cH:29][cH:30][cH:31][cH:32][cH:33]1.[CH:36](=[CH:37][C:38]([CH:39]=[CH:40][c:41]1[cH:42][cH:43][cH:44][cH:45][cH:46]1)=[O:47])[c:48]1[cH:49][cH:50][cH:51][cH:52][cH:53]1.[CH:54](=[CH:55][C:56]([CH:57]=[CH:58][c:59]1[cH:60][cH:61][cH:62][cH:63][cH:64]1)=[O:65])[c:66]1[cH:67][cH:68][cH:69][cH:70][cH:71]1.[CH:72](=[CH:73][C:74]([CH:75]=[CH:76][c:77]1[cH:78][cH:79][cH:80][cH:81][cH:82]1)=[O:83])[c:84]1[cH:85][cH:86][cH:87][cH:88][cH:89]1.[Cl:1][c:2]1[n:3][c:4]([Cl:12])[cH:5][c:6]2[cH:7][cH:8][cH:9][cH:10][c:11]12.[Pd:34].[Pd:35]>>[c:2]1([NH:26][CH:23]2[CH2:22][CH2:21][N:20]([C:18]([O:17][C:13]([CH3:14])([CH3:15])[CH3:16])=[O:19])[CH2:25][CH2:24]2)[n:3][c:4]([Cl:12])[cH:5][c:6]2[cH:7][cH:8][cH:9][cH:10][c:11]12.